From a dataset of the Open Reaction Database (ORD), a public repository of structured organic reaction records. describe an organic reaction: reactants, conditions, products, and yield The reactants are N1C(=O)N=C(N)C=C1 (cytosine), O1C2=C1CCC2 (epoxycyclopentene), O1CCCC1 (tetrahydrofuran). The reagents and catalysts are [Pd] (palladium(0)). Solvent: CS(=O)C (dimethylsulfoxide). Reaction conditions: time 90 hour. The product is OC1C=CC(C1)N1C(=O)N=C(N)C=C1 (1-[(1RS,4SR)-4-hydroxycyclopent-2-en-1-yl]cytosine). The yield is 79.1%. As a reaction SMILES: [NH:1]1[CH:8]=[CH:7][C:5]([NH2:6])=[N:4][C:2]1=[O:3].[O:9]1[C:11]2[CH2:12][CH2:13][CH2:14][C:10]1=2.O1CCCC1>[Pd].CS(C)=O>[OH:9][CH:10]1[CH2:14][CH:13]([N:1]2[CH:8]=[CH:7][C:5]([NH2:6])=[N:4][C:2]2=[O:3])[CH:12]=[CH:11]1. Reported procedure: 52.5 g (0.47 mol) of cytosine are reacted with 38.5 g (0.47 mol) of epoxycyclopentene at 0° C., by slow addition, in a mixture of in each case 220 ml of dry tetrahydrofuran and dimethylsulfoxide with 1 mol % of the palladium(0) catalyst prepared in situ as described above under an inert argon atmosphere. The reaction mixture is stirred at room temperature for 90 hours and then freed from the solvent and the residue is chromatographed over silica gel using methylene chloride/methanol 7/3. 71.8 g ... Starting materials: C(C)(=O)OCC (ethyl acetate), FC1=C(CCl)C=CC=C1 (2-fluorobenzyl chloride), C([O-])([O-])=O.[Cs+].[Cs+] (cesium carbonate), COC(=O)C1=C(C=2C(=CN=C(C2)OC)N1)C=1C(=NC=CC1)OC (5-methoxy-3-(2-methoxy-pyridin-3-yl)-1H-pyrrolo[2,3-c]pyridine-2-carboxylic acid methyl ester). The solvent is O (water), CN(C)C=O (DMF). Conditions: time 24 hour. Product: COC(=O)C1=C(C=2C(=CN=C(C2)OC)N1CC1=C(C=CC=C1)F)C=1C(=NC=CC1)OC (1-(2-Fluoro-benzyl)-5-methoxy-3-(2-methoxy-pyridin-3-yl)-1H-pyrrolo[2,3-c]pyridine-2-carboxylic acid methyl ester). The yield is 75.5%. As a reaction SMILES: [CH3:1][O:2][C:3]([C:5]1[NH:15][C:8]2=[CH:9][N:10]=[C:11]([O:13][CH3:14])[CH:12]=[C:7]2[C:6]=1[C:16]1[C:17]([O:22][CH3:23])=[N:18][CH:19]=[CH:20][CH:21]=1)=[O:4].[F:24][C:25]1[CH:32]=[CH:31][CH:30]=[CH:29][C:26]=1[CH2:27]Cl.C(=O)([O-])[O-].[Cs+].[Cs+].C(OCC)(=O)C>CN(C=O)C.O>[CH3:1][O:2][C:3]([C:5]1[N:15]([CH2:27][C:26]2[CH:29]=[CH:30][CH:31]=[CH:32][C:25]=2[F:24])[C:8]2=[CH:9][N:10]=[C:11]([O:13][CH3:14])[CH:12]=[C:7]2[C:6]=1[C:16]1[C:17]([O:22][CH3:23])=[N:18][CH:19]=[CH:20][CH:21]=1)=[O:4] |f:2.3.4|. Procedure: 5-methoxy-3-(2-methoxy-pyridin-3-yl)-1H-pyrrolo[2,3-c]pyridine-2-carboxylic acid methyl ester C4 (0.07 g, 0.22 mmol) was diluted with DMF (2 mL) and to the resulting solution was added 2-fluorobenzyl chloride (0.048 g, 0.33 mmol) and cesium carbonate (0.107 g, 0.33 mmol). The resulting suspension was allowed to stir at room temperature for 24 hours, then ethyl acetate (50 mL) and water (20 mL) were added to the reaction mixture and the layers were separated. The organic layer was sequentially wa...